From a dataset of the Open Reaction Database (ORD), a public repository of structured organic reaction records. describe an organic reaction: reactants, conditions, products, and yield The reactants are Nc1ccc2c(c1)OCCO2, CO, Fc1cnc(Cl)nc1Cl, Cl, N#N, O. Product: Fc1cnc(Cl)nc1Nc1ccc2c(c1)OCCO2. RXN SMILES: [CH2:12]1[O:13][c:14]2[cH:15][c:16]([NH2:17])[cH:18][cH:19][c:20]2[O:21][CH2:22]1.[CH3:25][OH:26].[Cl:1][c:2]1[n:3][cH:4][c:5]([F:9])[c:6]([Cl:8])[n:7]1.[ClH:23].[N:10]#[N:11].[OH2:24]>>[Cl:1][c:2]1[n:3][cH:4][c:5]([F:9])[c:6]([NH:17][c:16]2[cH:15][c:14]3[c:20]([cH:19][cH:18]2)[O:21][CH2:22][CH2:12][O:13]3)[n:7]1.